From a dataset of the Open Reaction Database (ORD), a public repository of structured organic reaction records. describe an organic reaction: reactants, conditions, products, and yield Reactants: C1CCOC1, [Cl-], O=C(Cl)C(=O)Cl, NCc1ccccc1, CN(C)C=O, O=C(O)c1cccc(-c2ccccc2)c1. Product: O=C(NCc1ccccc1)c1cccc(-c2ccccc2)c1. RXN SMILES: [CH2:31]1[O:32][CH2:33][CH2:34][CH2:35]1.[Cl-:30].[Cl:1][C:2]([C:3]([Cl:4])=[O:5])=[O:6].[NH2:22][CH2:23][c:24]1[cH:25][cH:26][cH:27][cH:28][cH:29]1.[O:36]=[CH:37][N:38]([CH3:39])[CH3:40].[c:7]1(-[c:13]2[cH:14][c:15]([C:16](=[O:17])[OH:18])[cH:19][cH:20][cH:21]2)[cH:8][cH:9][cH:10][cH:11][cH:12]1>>[c:7]1(-[c:13]2[cH:14][c:15]([C:16](=[O:18])[NH:22][CH2:23][c:24]3[cH:25][cH:26][cH:27][cH:28][cH:29]3)[cH:19][cH:20][cH:21]2)[cH:8][cH:9][cH:10][cH:11][cH:12]1. Starting materials: C=CC(COS(=O)(=O)c1ccc(C)cc1)Oc1c(C=CC)cccc1-c1c(Cl)cccc1Cl, CC(Cl)Cl. Yields the product Cc1ccc(S(=O)(=O)OCC2C=Cc3cccc(-c4c(Cl)cccc4Cl)c3O2)cc1. Reaction SMILES: [CH3:1][c:2]1[cH:3][cH:4][c:5]([S:8](=[O:9])(=[O:10])[O:11][CH2:12][CH:13]([CH:14]=[CH2:15])[O:16][c:17]2[c:18](-[c:26]3[c:27]([Cl:33])[cH:28][cH:29][cH:30][c:31]3[Cl:32])[cH:19][cH:20][cH:21][c:22]2[CH:23]=[CH:24][CH3:25])[cH:6][cH:7]1.[Cl:34][CH:35]([Cl:36])[CH3:37]>>[CH3:1][c:2]1[cH:3][cH:4][c:5]([S:8](=[O:9])(=[O:10])[O:11][CH2:12][CH:13]2[CH:14]=[CH:15][c:22]3[c:17]([c:18](-[c:26]4[c:27]([Cl:33])[cH:28][cH:29][cH:30][c:31]4[Cl:32])[cH:19][cH:20][cH:21]3)[O:16]2)[cH:6][cH:7]1. Starting materials: [OH-].[Na+] (sodium hydroxide), OC1=C(C(=C(C=C1)Cl)Cl)OCC1CO1 (1-hydroxy-2-(2,3-epoxypropyloxy)-3,4-dichlorobenzene), O (water). Run in C(C)O (ethanol). The product is OCC1OC2=C(OC1)C(=C(C=C2)Cl)Cl (3-hydroxymethyl-7,8-dichloro-1,4-benzodioxane). The yield is 99.3%. As a reaction SMILES: [OH:1][C:2]1[CH:7]=[CH:6][C:5]([Cl:8])=[C:4]([Cl:9])[C:3]=1[O:10][CH2:11][CH:12]1[O:14][CH2:13]1.[OH-].[Na+].O>C(O)C>[OH:14][CH2:13][CH:12]1[CH2:11][O:10][C:3]2[C:4]([Cl:9])=[C:5]([Cl:8])[CH:6]=[CH:7][C:2]=2[O:1]1 |f:1.2|. Procedure: To a solution of 1.128 g of 1-hydroxy-2-(2,3-epoxypropyloxy)-3,4-dichlorobenzene dissolved in 10 ml of ethanol is added 4 ml of 2N sodium hydroxide. The mixture is heated at 80° C. for 5 minutes, to which water is then added and extracted with ether. The organic layer is washed with water, then dried and evaporated to give 1.120 g of the objective 3-hydroxymethyl-7,8-dichloro-1,4-benzodioxane (IIb) as an oil. Yield 99%. Starting materials: C1=2C(=O)OC(NC1=CC=CC2)=O (isatoic anhydride), NC1=NC=CC=C1 (2-aminopyridine). The solvent is O1CCOCC1 (dioxane). Product: NC1=C(C(=O)NC2=NC=CC=C2)C=CC=C1 (2-Amino-N-pyridin-2-yl-benzamide). Yield: 53.1%. Reaction SMILES: [C:1]12[C:7](=[CH:8][CH:9]=[CH:10][CH:11]=1)[NH:6]C(=O)[O:4][C:2]2=O.[NH2:13][C:14]1[CH:19]=[CH:18][CH:17]=[CH:16][N:15]=1>O1CCOCC1>[NH2:6][C:7]1[CH:8]=[CH:9][CH:10]=[CH:11][C:1]=1[C:2]([NH:13][C:14]1[CH:19]=[CH:18][CH:17]=[CH:16][N:15]=1)=[O:4]. Procedure details: A mixture of isatoic anhydride 71 (8.7 g, 0.053 mol) and 2-aminopyridine (5 g, 0.06 mol) was heated in dioxane (30 mL) for 6-7 hours. After cooling, the solvent was evaporated in vacuo, the residue treated with water and recrystallized from EtOH/H2O to yield 72 (6 g, 54%). Reactants: C(C)(C)(C)OC(NCCCNC(=S)N=CN(C)C)=O ([3-(3-Dimethylaminomethylene-thioureido)-propyl]-carbamic acid tert-butyl ester), FC(C1=C(C(CBr)=O)C=CC=C1)(F)F (2-trifluoromethyl phenacylbromide). Yields the product C(C)(C)(C)OC(NCCCNC=1SC(=CN1)C(C1=C(C=CC=C1)C(F)(F)F)=O)=O ({3-[5-(2-Trifluoromethyl-benzoyl)-thiazol-2-ylamino]-propyl}-carbamic Acid tert-Butyl Ester). Reaction SMILES: [C:1]([O:5][C:6](=[O:19])[NH:7][CH2:8][CH2:9][CH2:10][NH:11][C:12]([N:14]=[CH:15]N(C)C)=[S:13])([CH3:4])([CH3:3])[CH3:2].[F:20][C:21]([F:33])([F:32])[C:22]1[CH:31]=[CH:30][CH:29]=[CH:28][C:23]=1[C:24](=[O:27])[CH2:25]Br>>[C:1]([O:5][C:6](=[O:19])[NH:7][CH2:8][CH2:9][CH2:10][NH:11][C:12]1[S:13][C:25]([C:24](=[O:27])[C:23]2[CH:28]=[CH:29][CH:30]=[CH:31][C:22]=2[C:21]([F:20])([F:32])[F:33])=[CH:15][N:14]=1)([CH3:2])([CH3:3])[CH3:4]. Procedure: The title compound was synthesised from [3-(3-Dimethylaminomethylene-thioureido)-propyl]-carbamic acid tert-butyl ester and 2-trifluoromethyl phenacylbromide (literature: EP 432040) according to the procedure described for Example 25. MS (m/e): 429.9 (MH+, 100%). The reactants are OC1(CC=NO1)C1=C(C=C(C=C1)C(F)(F)F)[N+](=O)[O-] (5-Hydroxy-5-(2-nitro-4-trifluoromethylphenyl)-isoxazoline), S(O)(O)(=O)=O (sulphuric acid). Solvent: O (water). Reaction conditions: time 2 hour. The product is [N+](=O)([O-])C1=C(C=CC(=C1)C(F)(F)F)C1=CC=NO1 (5-(2-nitro-4-trifluoromethylphenyl)-isoxazole). Yield: 94.1%. RXN SMILES: O[C:2]1([C:7]2[CH:12]=[CH:11][C:10]([C:13]([F:16])([F:15])[F:14])=[CH:9][C:8]=2[N+:17]([O-:19])=[O:18])[O:6][N:5]=[CH:4][CH2:3]1.S(=O)(=O)(O)O>O>[N+:17]([C:8]1[CH:9]=[C:10]([C:13]([F:14])([F:15])[F:16])[CH:11]=[CH:12][C:7]=1[C:2]1[O:6][N:5]=[CH:4][CH:3]=1)([O-:19])=[O:18]. Reported procedure: 5-Hydroxy-5-(2-nitro-4-trifluoromethylphenyl)-isoxazoline (8.47 g) was added in portions to concentrated sulphuric acid (85 ml). The mixture was stirred for 2 hours and poured into a mixture of ice and water (200 ml). It was extracted with ether (2×100 ml) and the combined organic extracts were washed with water (2×75 ml), dried (anhydrous sodium sulphate) and filtered. The filtrate was evaporated to dryness and the residue was triturated with petroleum spirit (bp 60°-80° C.) and filtered to giv... Reactants: C(C)(=O)C1=CC=C(N=N1)C(=O)OC (methyl 6-acetylpyridazine-3-carboxylate), [BH4-].[Na+] (sodium borohydride), C(C)(=O)OCC (ethyl acetate), O (water). The solvent is CO (methanol). Product: OC(C)C1=CC=C(N=N1)C(=O)OC (methyl 6-(1-hydroxyethyl)pyridazine-3-carboxylate). Run at temperature -70 celsius, time 3 hour. As a reaction SMILES: [C:1]([C:4]1[N:9]=[N:8][C:7]([C:10]([O:12][CH3:13])=[O:11])=[CH:6][CH:5]=1)(=[O:3])[CH3:2].[BH4-].[Na+].C(OCC)(=O)C.O>CO>[OH:3][CH:1]([C:4]1[N:9]=[N:8][C:7]([C:10]([O:12][CH3:13])=[O:11])=[CH:6][CH:5]=1)[CH3:2] |f:1.2|. Yield: 25.0%. Procedure: To a solution of methyl 6-acetylpyridazine-3-carboxylate (0.8 g, 4.4 mmol) in methanol (30 mL) was added sodium borohydride (340 mg, 8.8 mmol) at −70° C. under nitrogen gas protected. The mixture solution was stirred for 3 hours at −70° C., then poured into ethyl acetate (50 mL) and water (50 mL). Separated organic layer was dried over sodium sulfate and concentrated to dry. The residue was purified by column chromatography (silica-gel, petroleum/ethyl acetate=5:) to give methyl 6-(1-hydroxyethy... Starting materials: C=CC(=O)OCC, CCOC(=O)Cc1ccc(C2CCCCC2)cc1, CC(=O)O, CCO, [Na], O. The product is CCOC(=O)CCC(C(=O)OCC)c1ccc(C2CCCCC2)cc1. RXN SMILES: [CH2:19]([CH3:20])[O:21][C:22]([CH:23]=[CH2:24])=[O:25].[CH2:1]([CH3:2])[O:3][C:4]([CH2:5][c:6]1[cH:7][cH:8][c:9]([CH:12]2[CH2:13][CH2:14][CH2:15][CH2:16][CH2:17]2)[cH:10][cH:11]1)=[O:18].[CH3:27][C:28](=[O:29])[OH:30].[CH3:31][CH2:32][OH:33].[Na:26].[OH2:34]>>[CH2:1]([CH3:2])[O:3][C:4]([CH:5]([c:6]1[cH:7][cH:8][c:9]([CH:12]2[CH2:13][CH2:14][CH2:15][CH2:16][CH2:17]2)[cH:10][cH:11]1)[CH2:24][CH2:23][C:22]([O:21][CH2:19][CH3:20])=[O:25])=[O:18]. Reactants: C(C)SC1C(C(N1C(C(=O)OCC1=CC=C(C=C1)[N+](=O)[O-])O)=O)CCOC(=O)OCC1=CC=C(C=C1)[N+](=O)[O-] (p-nitrobenzyl 2(4-ethylthio-3-p-nitrobenzyloxycarbonyloxyethyl-2-oxo-1-azetidinyl)-2-hyroxyacetate), N1=C(C=CC=C1C)C (2,6-lutidine), S(=O)(Cl)Cl (Thionyl chloride). Solvent: O1CCCC1 (tetrahydrofuran). Reaction conditions: temperature 0 celsius, time 20 minute. Product: C(C)SC1C(C(N1C(C(=O)OCC1=CC=C(C=C1)[N+](=O)[O-])Cl)=O)CCOC(=O)OCC1=CC=C(C=C1)[N+](=O)[O-] (p-Nitrobenzyl 2-(4-ethylthio-3-p-nitrobenzyloxycarbonyloxyethyl-2-oxo-1-azetidinyl)-2-chloroacetate). Reaction SMILES: [CH2:1]([S:3][CH:4]1[N:7]([CH:8](O)[C:9]([O:11][CH2:12][C:13]2[CH:18]=[CH:17][C:16]([N+:19]([O-:21])=[O:20])=[CH:15][CH:14]=2)=[O:10])[C:6](=[O:23])[CH:5]1[CH2:24][CH2:25][O:26][C:27]([O:29][CH2:30][C:31]1[CH:36]=[CH:35][C:34]([N+:37]([O-:39])=[O:38])=[CH:33][CH:32]=1)=[O:28])[CH3:2].N1C(C)=CC=CC=1C.S(Cl)([Cl:50])=O>O1CCCC1>[CH2:1]([S:3][CH:4]1[N:7]([CH:8]([Cl:50])[C:9]([O:11][CH2:12][C:13]2[CH:18]=[CH:17][C:16]([N+:19]([O-:21])=[O:20])=[CH:15][CH:14]=2)=[O:10])[C:6](=[O:23])[CH:5]1[CH2:24][CH2:25][O:26][C:27]([O:29][CH2:30][C:31]1[CH:36]=[CH:35][C:34]([N+:37]([O-:39])=[O:38])=[CH:33][CH:32]=1)=[O:28])[CH3:2]. Reported procedure: A solution of 11.3 g p-nitrobenzyl 2(4-ethylthio-3-p-nitrobenzyloxycarbonyloxyethyl-2-oxo-1-azetidinyl)-2-hyroxyacetate and 3.02 ml 2,6-lutidine in 175 ml anhydrous tetrahydrofuran was cooled to 0° C. under a nitrogen atmosphere. Thionyl chloride (1.75 ml) was added dropwise and the resulting mixture was stirred at 0° C. for 20 min. The mixture was filtered through Supercel and the filtrate was concentrated in vacuo. The concentrate was dissolved in methylene chloride and the resulting solution ...